This data is from the Open Reaction Database (ORD), a public repository of structured organic reaction records. The task is: describe an organic reaction: reactants, conditions, products, and yield Reactants: C(C1=CC=CC=C1)C=1C=C(C=CC1O)N1C(N(C=C1)C1=CC=C(C=C1)OC1=CC=CC=C1)=O (1-(3-benzyl-4-hydroxyphenyl)-3-(4-phenoxyphenyl)-1,3-dihydroimidazol-2-one), [OH-].[Na+] (sodium hydroxide), BrCCBr (1,2-dibromoethane). Reagents/catalysts: S(=O)(=O)(O)[O-].C(CCC)[N+](CCCC)(CCCC)CCCC (tetrabutylammonium hydrogen sulfate). Run in ClCCl (dichloromethane). Reaction conditions: temperature 80 celsius. The product is C(C1=CC=CC=C1)C=1C=C(C=CC1OCCBr)N1C(N(C=C1)C1=CC=C(C=C1)OC1=CC=CC=C1)=O (1-[3-Benzyl-4-(2-bromoethoxy)phenyl]-3-(4-phenoxyphenyl)-1,3-dihydroimidazol-2-one). Reaction SMILES: [CH2:1]([C:8]1[CH:9]=[C:10]([N:15]2[CH:19]=[CH:18][N:17]([C:20]3[CH:25]=[CH:24][C:23]([O:26][C:27]4[CH:32]=[CH:31][CH:30]=[CH:29][CH:28]=4)=[CH:22][CH:21]=3)[C:16]2=[O:33])[CH:11]=[CH:12][C:13]=1[OH:14])[C:2]1[CH:7]=[CH:6][CH:5]=[CH:4][CH:3]=1.[OH-].[Na+].[Br:36][CH2:37][CH2:38]Br>S([O-])(O)(=O)=O.C([N+](CCCC)(CCCC)CCCC)CCC.ClCCl>[CH2:1]([C:8]1[CH:9]=[C:10]([N:15]2[CH:19]=[CH:18][N:17]([C:20]3[CH:25]=[CH:24][C:23]([O:26][C:27]4[CH:32]=[CH:31][CH:30]=[CH:29][CH:28]=4)=[CH:22][CH:21]=3)[C:16]2=[O:33])[CH:11]=[CH:12][C:13]=1[O:14][CH2:38][CH2:37][Br:36])[C:2]1[CH:7]=[CH:6][CH:5]=[CH:4][CH:3]=1 |f:1.2,4.5|. Procedure details: A solution of 1-(3-benzyl-4-hydroxyphenyl)-3-(4-phenoxyphenyl)-1,3-dihydroimidazol-2-one (233 mg) in 1,2-dibromoethane (1.7 ml) was mixed with sodium hydroxide solution (3N, 0.6 ml) and tetrabutylammonium hydrogen sulfate (12 mg). The mixture was heated at 80° C. for 2 hours. After cooling, the reaction mixture was diluted with dichloromethane and washed with sodium hydroxide solution (1N), hydrochloric acid (1N) and saturated brine. The organic phase was dried over magnesium sulfate and concent...